describe an organic reaction: reactants, conditions, products, and yield From a dataset of the Open Reaction Database (ORD), a public repository of structured organic reaction records. As a reaction SMILES: [CH3:20][CH2:21][OH:22].[CH3:24][OH:25].[CH3:3][CH:4]1[CH:5]([n:9]2[n:10][c:11]([CH3:17])[c:12]([C:15]#[N:16])[c:13]2[NH2:14])[CH2:6][CH2:7][CH2:8]1.[K+:2].[OH-:1].[OH2:23].[OH:18][OH:19]>>[CH3:3][CH:4]1[CH:5]([n:9]2[n:10][c:11]([CH3:17])[c:12]([C:15]([NH2:16])=[O:22])[c:13]2[NH2:14])[CH2:6][CH2:7][CH2:8]1. Yields the product Cc1nn(C2CCCC2C)c(N)c1C(N)=O. The reactants are CCO, CO, Cc1nn(C2CCCC2C)c(N)c1C#N, [K+], [OH-], O, OO. Starting materials: CSc1sc(C(=N)NC(=O)OC(C)(C)C)cc1S(=O)(=O)c1cccc(Br)c1, O=C([O-])[O-], Cc1ccccc1, CCO, Cc1c(B2OC(C)(C)C(C)(C)O2)cccc1C(=O)OC(C)C, [Na+], [Na+], c1ccc(P(c2ccccc2)(c2ccccc2)[Pd](P(c2ccccc2)(c2ccccc2)c2ccccc2)(P(c2ccccc2)(c2ccccc2)c2ccccc2)P(c2ccccc2)(c2ccccc2)c2ccccc2)cc1. The product is CSc1sc(C(=N)NC(=O)OC(C)(C)C)cc1S(=O)(=O)c1cccc(-c2cccc(C(=O)OC(C)C)c2C)c1. Reaction SMILES: [C:1]([CH3:2])([CH3:3])([CH3:4])[O:5][C:6]([NH:7][C:8](=[NH:9])[c:10]1[s:11][c:12]([S:25][CH3:26])[c:13]([S:15](=[O:16])(=[O:17])[c:18]2[cH:19][c:20]([Br:24])[cH:21][cH:22][cH:23]2)[cH:14]1)=[O:27].[C:50](=[O:51])([O-:52])[O-:53].[CH3:136][c:137]1[cH:138][cH:139][cH:140][cH:141][cH:142]1.[CH3:56][CH2:57][OH:58].[CH:28]([CH3:29])([CH3:30])[O:31][C:32]([c:33]1[c:34]([CH3:48])[c:35]([B:39]2[O:40][C:41]([CH3:42])([CH3:43])[C:44]([CH3:45])([CH3:46])[O:47]2)[cH:36][cH:37][cH:38]1)=[O:49].[Na+:54].[Na+:55].[cH:59]1[cH:60][cH:61][c:62]([P:63]([Pd:64]([P:65]([c:66]2[cH:67][cH:68][cH:69][cH:70][cH:71]2)([c:72]2[cH:73][cH:74][cH:75][cH:76][cH:77]2)[c:78]2[cH:79][cH:80][cH:81][cH:82][cH:83]2)([P:84]([c:85]2[cH:86][cH:87][cH:88][cH:89][cH:90]2)([c:91]2[cH:92][cH:93][cH:94][cH:95][cH:96]2)[c:97]2[cH:98][cH:99][cH:100][cH:101][cH:102]2)[P:103]([c:104]2[cH:105][cH:106][cH:107][cH:108][cH:109]2)([c:110]2[cH:111][cH:112][cH:113][cH:114][cH:115]2)[c:116]2[cH:117][cH:118][cH:119][cH:120][cH:121]2)([c:122]2[cH:123][cH:124][cH:125][cH:126][cH:127]2)[c:128]2[cH:129][cH:130][cH:131][cH:132][cH:133]2)[cH:134][cH:135]1>>[C:1]([CH3:2])([CH3:3])([CH3:4])[O:5][C:6]([NH:7][C:8](=[NH:9])[c:10]1[s:11][c:12]([S:25][CH3:26])[c:13]([S:15](=[O:16])(=[O:17])[c:18]2[cH:19][c:20](-[c:35]3[c:34]([CH3:48])[c:33]([C:32]([O:31][CH:28]([CH3:29])[CH3:30])=[O:49])[cH:38][cH:37][cH:36]3)[cH:21][cH:22][cH:23]2)[cH:14]1)=[O:27]. Reactants: CC(=O)OCC1OC(Oc2n[nH]c(C(C)C)c2Cc2ccc(OCCCOS(C)(=O)=O)cc2C)C(OC(C)=O)C(OC(C)=O)C1OC(C)=O, CC(C)O, [I-], CC(C)(CN)C(=O)OCc1ccccc1, [Na+], O. Yields the product CC(=O)OCC1OC(Oc2n[nH]c(C(C)C)c2Cc2ccc(OCCCNCC(C)(C)C(=O)OCc3ccccc3)cc2C)C(OC(C)=O)C(OC(C)=O)C1OC(C)=O. Reaction SMILES: [C:1]([CH3:2])(=[O:3])[O:4][CH:5]1[CH:6]([O:24][c:25]2[n:26][nH:27][c:28]([CH:47]([CH3:48])[CH3:49])[c:29]2[CH2:30][c:31]2[c:32]([CH3:46])[cH:33][c:34]([O:37][CH2:38][CH2:39][CH2:40][O:41][S:42]([CH3:43])(=[O:44])=[O:45])[cH:35][cH:36]2)[O:7][CH:8]([CH2:19][O:20][C:21]([CH3:22])=[O:23])[CH:9]([O:15][C:16]([CH3:17])=[O:18])[CH:10]1[O:11][C:12]([CH3:13])=[O:14].[CH3:68][CH:69]([OH:70])[CH3:71].[I-:66].[NH2:50][CH2:51][C:52]([C:53](=[O:54])[O:55][CH2:56][c:57]1[cH:58][cH:59][cH:60][cH:61][cH:62]1)([CH3:63])[CH3:64].[Na+:65].[OH2:67]>>[C:1]([CH3:2])(=[O:3])[O:4][CH:5]1[CH:6]([O:24][c:25]2[n:26][nH:27][c:28]([CH:47]([CH3:48])[CH3:49])[c:29]2[CH2:30][c:31]2[c:32]([CH3:46])[cH:33][c:34]([O:37][CH2:38][CH2:39][CH2:40][NH:50][CH2:51][C:52]([C:53](=[O:54])[O:55][CH2:56][c:57]3[cH:58][cH:59][cH:60][cH:61][cH:62]3)([CH3:63])[CH3:64])[cH:35][cH:36]2)[O:7][CH:8]([CH2:19][O:20][C:21]([CH3:22])=[O:23])[CH:9]([O:15][C:16]([CH3:17])=[O:18])[CH:10]1[O:11][C:12]([CH3:13])=[O:14]. The reactants are NC1=NC(=C(C(=N1)C=1OC=CC1)C#N)S(=O)C (2-amino-4-furan-2-yl-6-methanesulfinyl-pyrimidine-5-carbonitrile), FC(C=1C=C(CN)C=CC1)(F)F (3-(trifluoromethyl)benzylamine). The solvent is COCCOC (DME). The product is NC1=NC(=C(C(=N1)C=1OC=CC1)C#N)NCC1=CC(=CC=C1)C(F)(F)F (2-Amino-4-furan-2-yl-6-(3-trifluoromethyl-benzylamino)-pyrimidine-5-carbonitrile). RXN SMILES: [NH2:1][C:2]1[N:7]=[C:6]([C:8]2[O:9][CH:10]=[CH:11][CH:12]=2)[C:5]([C:13]#[N:14])=[C:4](S(C)=O)[N:3]=1.[F:18][C:19]([F:29])([F:28])[C:20]1[CH:21]=[C:22]([CH:25]=[CH:26][CH:27]=1)[CH2:23][NH2:24]>COCCOC>[NH2:1][C:2]1[N:7]=[C:6]([C:8]2[O:9][CH:10]=[CH:11][CH:12]=2)[C:5]([C:13]#[N:14])=[C:4]([NH:24][CH2:23][C:22]2[CH:25]=[CH:26][CH:27]=[C:20]([C:19]([F:18])([F:28])[F:29])[CH:21]=2)[N:3]=1. Procedure details: From 2-amino-4-furan-2-yl-6-methanesulfinyl-pyrimidine-5-carbonitrile and 3-(trifluoromethyl)benzylamine in DME. ES-MS m/e (%): 360 (M+H+, 100). The product is O=C(O)CNC(=O)c1cccc([N+](=O)[O-])c1. Starting materials: CC#N, Cl, [K+], O=C(Cl)c1cccc([N+](=O)[O-])c1, NCC(=O)O, [OH-], O. RXN SMILES: [CH3:22][C:23]#[N:24].[ClH:20].[K+:7].[N+:8](=[O:9])([O-:10])[c:11]1[cH:12][c:13]([C:14](=[O:15])[Cl:16])[cH:17][cH:18][cH:19]1.[NH2:1][CH2:2][C:3]([OH:4])=[O:5].[OH-:6].[OH2:21]>>[NH:1]([CH2:2][C:3]([OH:4])=[O:5])[C:14]([c:13]1[cH:12][c:11]([N+:8](=[O:9])[O-:10])[cH:19][cH:18][cH:17]1)=[O:15]. Reactants: C(C)OC(CS(=O)(=O)C1=CC=C(C=C1)C(F)(F)F)=O ((4-trifluoromethyl-benzenesulfonyl) -acetic acid ethyl ester), C([O-])([O-])=O.[K+].[K+] (potassium carbonate), BrCCBr (1,2-dibromoethane). The reagents and catalysts are [Br-].C(CCC)[N+](CCCC)(CCCC)CCCC (tetrabutylammonium bromide), C1COCCOCCOCCOCCOCCO1 (18-crown-6). The solvent is CC(=O)C (acetone). Conditions: temperature 65 celsius. Product: C(C)OC(=O)C1(CC1)S(=O)(=O)C1=CC=C(C=C1)C(F)(F)F (1-(4-trifluoromethyl -benzenesulfonyl)-cyclopropanecarboxylic acid ethyl ester). Isolated yield 163.0%. As a reaction SMILES: [CH2:1]([O:3][C:4](=[O:19])[CH2:5][S:6]([C:9]1[CH:14]=[CH:13][C:12]([C:15]([F:18])([F:17])[F:16])=[CH:11][CH:10]=1)(=[O:8])=[O:7])[CH3:2].C(=O)([O-])[O-].[K+].[K+].Br[CH2:27][CH2:28]Br>[Br-].C([N+](CCCC)(CCCC)CCCC)CCC.CC(C)=O.C1OCCOCCOCCOCCOCCOC1>[CH2:1]([O:3][C:4]([C:5]1([S:6]([C:9]2[CH:14]=[CH:13][C:12]([C:15]([F:16])([F:17])[F:18])=[CH:11][CH:10]=2)(=[O:7])=[O:8])[CH2:28][CH2:27]1)=[O:19])[CH3:2] |f:1.2.3,5.6|. Reported procedure: To a mixture of 1.69 g (5.69 mmol) of (4-trifluoromethyl-benzenesulfonyl) -acetic acid ethyl ester (prepared according step 1 and 2 of Method A), 1.59 g (11.5 mmol) of potassium carbonate, 100 mg 18-crown-6 and 100 mg tetrabutylammonium bromide in acetone (40 mL) were added 0.49 mL (5.69 mmol) of 1,2-dibromoethane. The reaction was heated in a sealed tube to 65° C. for 18 h. The mixture was filtered and the filtrate was concentrated under reduced pressure. The residue was purified by column chro... Starting materials: CCCCN, ClCCl, O=C(Cl)CC(F)=C(F)F, O. Yields the product CCCCNC(=O)CC(F)=C(F)F. As a reaction SMILES: [CH2:11]([CH2:12][CH2:13][CH3:14])[NH2:15].[Cl:16][CH2:17][Cl:18].[F:1][C:2]([CH2:3][C:4](=[O:5])[Cl:6])=[C:7]([F:8])[F:9].[OH2:10]>>[F:1][C:2]([CH2:3][C:4](=[O:5])[NH:15][CH2:11][CH2:12][CH2:13][CH3:14])=[C:7]([F:8])[F:9]. The reactants are [OH-].[NH4+] (ammonium hydroxide), COC1=C(C=CC(=C1)[N+](=O)[O-])S(=O)(=O)Cl (2-methoxy-4-nitrobenzenesulfonyl chloride). The solvent is [NH4+].[Cl-] (NH4Cl). Reaction conditions: time 24 hour. The product is COC1=C(C=CC(=C1)[N+](=O)[O-])S(=O)(=O)N (2-methoxy-4-nitrobenzenesulfonamide). Yield: 68.9%. RXN SMILES: [OH-].[NH4+:2].[CH3:3][O:4][C:5]1[CH:10]=[C:9]([N+:11]([O-:13])=[O:12])[CH:8]=[CH:7][C:6]=1[S:14](Cl)(=[O:16])=[O:15]>[NH4+].[Cl-]>[CH3:3][O:4][C:5]1[CH:10]=[C:9]([N+:11]([O-:13])=[O:12])[CH:8]=[CH:7][C:6]=1[S:14]([NH2:2])(=[O:16])=[O:15] |f:0.1,3.4|. Procedure: To a concentrated solution of ammonium hydroxide (28%, 2.5 mL, 20 mmol) was added cautiously 2-methoxy-4-nitrobenzenesulfonyl chloride (0.25 g, 1.0 mmol). After stirring 24 h the reaction mixture was added to satd NH4Cl (50 mL) and extracted with DCM (2×50 mL). The combined extracts were washed with brine, dried (anhyd Na2SO4) and concentrated under reduced pressure. The crude residue was chromatographed (silica, MeOH/DCM, 0:100 to 10:90) to yield 2-methoxy-4-nitrobenzenesulfonamide (0.16 g, 68%... Starting materials: C(C)(C)(C)C=1C=C(N(N1)C1=CC=C(C=C1)C=O)NC(=O)N[C@H]1CC[C@H](C2=CC=CC=C12)OC=1C=CC=2N(C1)C(=NN2)N2[C@H](CCCC2)C (1-[5-tert-Butyl-2-(4-formyl-phenyl)-2H-pyrazol-3-yl]-3-{(1S,4R)-4-[3-((S)-2-methyl-piperidin-1-yl)-[1,2,4]triazolo[4,3-a]pyridin-6-yloxy]-1,2,3,4-tetrahydro-naphthalen-1-yl}-urea), FC1CCNCC1 (4-fluoropiperidine), C(C)(=O)O[BH-](OC(C)=O)OC(C)=O.[Na+] (sodium triacetoxyborohydride), O (Water). The solvent is C(Cl)Cl (DCM). Run at time 1 hour. Yields the product C(=O)O.C(C)(C)(C)C=1C=C(N(N1)C1=CC=C(C=C1)CN1CCC(CC1)F)NC(=O)N[C@H]1CC[C@H](C2=CC=CC=C12)OC=1C=CC=2N(C1)C(=NN2)N2[C@H](CCCC2)C (1-{5-tert-Butyl-2-[4-(4-fluoro-piperidin-1-ylmethyl)-phenyl]-2H-pyrazol-3-yl}-3-{(1S,4R)-4-[3-((S)-2-methyl-piperidin-1-yl)-[1,2,4]triazolo[4,3-a]pyridin-6-yloxy]-1,2,3,4-tetrahydro-naphthalen-1-yl}-urea formate salt), solid. Reaction SMILES: [C:1]([C:5]1[CH:6]=[C:7]([NH:18][C:19]([NH:21][C@@H:22]2[C:31]3[C:26](=[CH:27][CH:28]=[CH:29][CH:30]=3)[C@H:25]([O:32][C:33]3[CH:34]=[CH:35][C:36]4[N:37]([C:39]([N:42]5[CH2:47][CH2:46][CH2:45][CH2:44][C@@H:43]5[CH3:48])=[N:40][N:41]=4)[CH:38]=3)[CH2:24][CH2:23]2)=[O:20])[N:8]([C:10]2[CH:15]=[CH:14][C:13]([CH:16]=O)=[CH:12][CH:11]=2)[N:9]=1)([CH3:4])([CH3:3])[CH3:2].[F:49][CH:50]1[CH2:55][CH2:54][NH:53][CH2:52][CH2:51]1.[C:56]([O:59][BH-](OC(=O)C)OC(=O)C)(=[O:58])C.[Na+].O>C(Cl)Cl>[CH:56]([OH:59])=[O:58].[C:1]([C:5]1[CH:6]=[C:7]([NH:18][C:19]([NH:21][C@@H:22]2[C:31]3[C:26](=[CH:27][CH:28]=[CH:29][CH:30]=3)[C@H:25]([O:32][C:33]3[CH:34]=[CH:35][C:36]4[N:37]([C:39]([N:42]5[CH2:47][CH2:46][CH2:45][CH2:44][C@@H:43]5[CH3:48])=[N:40][N:41]=4)[CH:38]=3)[CH2:24][CH2:23]2)=[O:20])[N:8]([C:10]2[CH:15]=[CH:14][C:13]([CH2:16][N:53]3[CH2:54][CH2:55][CH:50]([F:49])[CH2:51][CH2:52]3)=[CH:12][CH:11]=2)[N:9]=1)([CH3:2])([CH3:3])[CH3:4] |f:2.3,6.7|. Procedure: To a solution of Intermediate 176b (0.188 mmol) and 4-fluoropiperidine (38.8 mg, 0.38 mmol) in DCM (3 mL), sodium triacetoxyborohydride (59.8 mg, 0.28 mmol) was added. The mixture was stirred at RT for 1 h. Water was added and the mixture extracted with DCM. The combined organics were passed through a phase separator and concentrated to dryness. The resulting residue was purified by RP-HPLC (C, 18, 18 mL/min, 20-85% MeCN in H2O+0.1% HCO2H) and the relevant fractions combined and concentrated to ... Reactants: OC=1C=CC(=C(C=O)C1)[N+](=O)[O-] (5-hydroxy-2-nitrobenzaldehyde), C(C)OCCBr (2-bromoethyl ethyl ether), C([O-])([O-])=O.[K+].[K+] (potassium carbonate), [I-].[K+] (potassium iodide), [O-]CC.[Na+] (sodium ethoxide), O=C1NC(C(N1)=O)P(OCC)(=O)OCC (diethyl 2,4-dioxoimidazolidine-5-phosphonate). Run in O (water), Cl (hydrochloric acid), C(C)O (ethanol), CN(C=O)C (dimethylformamide), C(C)O (ethanol). Run at temperature 110 celsius, time 30 minute. Yields the product C(C)OCCOC=1C=CC(=C(C1)C=C1C(NC(N1)=O)=O)[N+](=O)[O-] (5-[[5-(2-ethoxyethoxy)-2-nitrophenyl]methylene]-2,4-imidazolidinedione), hydrate. The yield is 73.0%. As a reaction SMILES: [OH:1][C:2]1[CH:3]=[CH:4][C:5]([N+:10]([O-:12])=[O:11])=[C:6]([CH:9]=1)[CH:7]=O.[CH2:13]([O:15][CH2:16][CH2:17]Br)[CH3:14].C(=O)([O-])[O-].[K+].[K+].[I-].[K+].[O-]CC.[Na+].[O:31]=[C:32]1[NH:36][C:35](=[O:37])[CH:34](P(OCC)(=O)OCC)[NH:33]1>O.C(O)C.Cl.CN(C)C=O>[CH2:13]([O:15][CH2:16][CH2:17][O:1][C:2]1[CH:3]=[CH:4][C:5]([N+:10]([O-:12])=[O:11])=[C:6]([CH:7]=[C:34]2[NH:33][C:32](=[O:31])[NH:36][C:35]2=[O:37])[CH:9]=1)[CH3:14] |f:2.3.4,5.6,7.8|. Procedure: A mixture of 5-hydroxy-2-nitrobenzaldehyde (1.00 g, 6 mmol), 2-bromoethyl ethyl ether (1.00 g, 0.74 mL, 6.5 mmol), powdered potassium carbonate (0.91 g, 6.5 mmol), potassium iodide (catalytic quantity) and dimethylformamide (10 mL) was heated with stirring at 110° C. After 30 minutes, the mixture was cooled, diluted with water and extracted with dichloromethane (3 times). Combined extracts were washed with water (2 times), dried over sodium thiosulfate and concentrated in vacuo to leave an oil w...